This data is from the Open Reaction Database (ORD), a public repository of structured organic reaction records. The task is: describe an organic reaction: reactants, conditions, products, and yield Starting materials: COCCOC, Cc1ccc(C(=O)c2ccccc2)cc1, CCOC(=O)CP(=O)(OCC)OCC, [H-], [Na+], O. Product: CCOC(=O)C=C(c1ccccc1)c1ccc(C)cc1. Reaction SMILES: [CH2:33]([CH2:34][O:35][CH3:36])[O:37][CH3:38].[CH3:17][c:18]1[cH:19][cH:20][c:21]([C:22](=[O:23])[c:24]2[cH:25][cH:26][cH:27][cH:28][cH:29]2)[cH:30][cH:31]1.[CH3:3][CH2:4][O:5][C:6](=[O:7])[CH2:8][P:9]([O:10][CH2:11][CH3:12])([O:13][CH2:14][CH3:15])=[O:16].[H-:1].[Na+:2].[OH2:32]>>[CH3:3][CH2:4][O:5][C:6](=[O:7])[CH:8]=[C:22]([c:21]1[cH:20][cH:19][c:18]([CH3:17])[cH:31][cH:30]1)[c:24]1[cH:25][cH:26][cH:27][cH:28][cH:29]1. Starting materials: FC1=CC(=C(C=C1)N1CCNCC1)C (1-(4-Fluoro-2-methylphenyl)piperazine), ClC1=CC(=C(N)C=C1)C (4-chloro-2-methylaniline). Product: ClC1=CC(=C(C=C1)N1CCNCC1)C (1-(4-Chloro-2-methylphenyl)piperazine). Isolated yield 73.0%. RXN SMILES: F[C:2]1[CH:7]=[CH:6][C:5]([N:8]2[CH2:13][CH2:12][NH:11][CH2:10][CH2:9]2)=[C:4]([CH3:14])[CH:3]=1.[Cl:15]C1C=CC(N)=C(C)C=1>>[Cl:15][C:2]1[CH:7]=[CH:6][C:5]([N:8]2[CH2:13][CH2:12][NH:11][CH2:10][CH2:9]2)=[C:4]([CH3:14])[CH:3]=1. Reported procedure: The title compound was prepared following the method described for the Compound 31A of Example 31 but starting from 4-chloro-2-methylaniline instead of 4-fluoro-2-methylaniline. Purification by flash chromatography (chloroform-2N ammonia in methanol 100:3 to 100:5) afforded the title compound (73%) as an oil. The reactants are [Al+3], CC(=O)c1ccc[nH]1, [Cl-], [Cl-], [Cl-], ClCCCl, O=C(Cl)c1ccc2ccccc2c1. Yields the product CC(=O)c1cc(C(=O)c2ccc3ccccc3c2)c[nH]1. RXN SMILES: [Al+3:23].[CH3:1][C:2](=[O:3])[c:4]1[cH:5][cH:6][cH:7][nH:8]1.[Cl-:22].[Cl-:24].[Cl-:25].[Cl:26][CH2:27][CH2:28][Cl:29].[cH:9]1[c:10]([C:19](=[O:20])[Cl:21])[cH:11][cH:12][c:13]2[cH:14][cH:15][cH:16][cH:17][c:18]12>>[CH3:1][C:2](=[O:3])[c:4]1[cH:5][c:6]([C:19]([c:10]2[cH:9][c:18]3[c:13]([cH:12][cH:11]2)[cH:14][cH:15][cH:16][cH:17]3)=[O:20])[cH:7][nH:8]1. Reaction SMILES: [CH3:41][N:42]([CH3:43])[CH:44]=[O:45].[Cl:1][c:2]1[c:3](-[n:22]2[c:23]3[n:24][c:25]([CH2:34][Cl:35])[n:26][c:27]([O:32][CH3:33])[c:28]3[nH:29][c:30]2=[O:31])[cH:4][c:5]([O:10][CH2:11][c:12]2[c:13]([F:21])[c:14]([F:20])[cH:15][cH:16][c:17]2[O:18][CH3:19])[c:6]([O:8][CH3:9])[cH:7]1.[ClH:40].[N-:37]=[N+:38]=[N-:39].[Na+:36]>>[Cl:1][c:2]1[c:3](-[n:22]2[c:23]3[n:24][c:25]([CH2:34][N:37]=[N+:38]=[N-:39])[n:26][c:27]([O:32][CH3:33])[c:28]3[nH:29][c:30]2=[O:31])[cH:4][c:5]([O:10][CH2:11][c:12]2[c:13]([F:21])[c:14]([F:20])[cH:15][cH:16][c:17]2[O:18][CH3:19])[c:6]([O:8][CH3:9])[cH:7]1. Starting materials: CN(C)C=O, COc1cc(Cl)c(-n2c(=O)[nH]c3c(OC)nc(CCl)nc32)cc1OCc1c(OC)ccc(F)c1F, Cl, [N-]=[N+]=[N-], [Na+]. Yields the product COc1cc(Cl)c(-n2c(=O)[nH]c3c(OC)nc(CN=[N+]=[N-])nc32)cc1OCc1c(OC)ccc(F)c1F.